From a dataset of the Open Reaction Database (ORD), a public repository of structured organic reaction records. describe an organic reaction: reactants, conditions, products, and yield Starting materials: C[O-].[Na+].CO (sodium methoxide methanol), CN(C)C=O (DMF), Cl (hydrochloric acid), BrC1=C(C=C(C=2CC(OC21)C)C)C (7-bromo-2,4,6-trimethyl-2,3-dihydro-1-benzofuran). The reagents and catalysts are [Cu](I)I (copper iodide). Solvent: C(C)(=O)OCC (ethyl acetate). Run at temperature 120 celsius, time 2 hour. The product is COC1=C(C=C(C=2CC(OC21)C)C)C (7-methoxy-2,4,6-trimethyl-2,3-dihydro-1-benzofuran), product. Yield: 69.0%. As a reaction SMILES: Br[C:2]1[C:10]2[O:9][CH:8]([CH3:11])[CH2:7][C:6]=2[C:5]([CH3:12])=[CH:4][C:3]=1[CH3:13].C[O-].[Na+].CO.CN([CH:22]=[O:23])C.Cl>C(OCC)(=O)C.[Cu](I)I>[CH3:22][O:23][C:2]1[C:10]2[O:9][CH:8]([CH3:11])[CH2:7][C:6]=2[C:5]([CH3:12])=[CH:4][C:3]=1[CH3:13] |f:1.2.3|. Reported procedure: A mixture of 7-bromo-2,4,6-trimethyl-2,3-dihydro-1-benzofuran (10.0 g, 41.5 mmol) synthesized in Reference Example 79, copper iodide (I) (7.88 g, 41.5 mmol), 28% sodium methoxide/methanol solution (41.5 mL) and DMF (20.7 mL) was stirred at 120° C. for 2 hours. After cooled, 3N hydrochloric acid was added to the reaction solution to be neutralized, and it was diluted with ethyl acetate. Insolubles were removed by Celite filtration, and the obtained filtrate was washed with water and saturated sal... Starting materials: S(=O)(=O)(Cl)Cl (Sulfuryl chloride), C(C)NC(=O)N1N=C(C=C1C)OC1=NC=C(C=C1Cl)C(F)(F)F (N-ethyl-3-(3-chloro-5-trifluoromethylpyridin-2-yloxy)-5-methylpyrazole-1-carboxamide), ice water. Run in C(C)(=O)O (acetic acid). Run at time 4 hour. The product is C(C)NC(=O)N1N=C(C(=C1C)Cl)OC1=NC=C(C=C1Cl)C(F)(F)F (N-ethyl-4-chloro-3-(3-chloro-5-trifluoromethylpyridin-2-yloxy)-5-methylpyrazole-1-carboxamide). Isolated yield 91.3%. Reaction SMILES: S(Cl)([Cl:4])(=O)=O.[CH2:6]([NH:8][C:9]([N:11]1[C:15]([CH3:16])=[CH:14][C:13]([O:17][C:18]2[C:23]([Cl:24])=[CH:22][C:21]([C:25]([F:28])([F:27])[F:26])=[CH:20][N:19]=2)=[N:12]1)=[O:10])[CH3:7]>C(O)(=O)C>[CH2:6]([NH:8][C:9]([N:11]1[C:15]([CH3:16])=[C:14]([Cl:4])[C:13]([O:17][C:18]2[C:23]([Cl:24])=[CH:22][C:21]([C:25]([F:26])([F:27])[F:28])=[CH:20][N:19]=2)=[N:12]1)=[O:10])[CH3:7]. Reported procedure: Sulfuryl chloride (0.16 g, 1.2 mmol) was added to a solution of N-ethyl-3-(3-chloro-5-trifluoromethylpyridin-2-yloxy)-5-methylpyrazole-1-carboxamide (0.35 g, 1.0 mmol) in acetic acid (5 ml), and the mixture was stirred at room temperature for 4 hours. After completion of the reaction, the reaction mixture was poured into ice water and extracted with ethyl acetate (10 ml×3). An organic layer was washed with water, dried over anhydrous magnesium sulfate and filtered to remove a desiccant. The solv...